From a dataset of the Open Reaction Database (ORD), a public repository of structured organic reaction records. describe an organic reaction: reactants, conditions, products, and yield Reactants: CC(CC(=O)O)(C)SCC1=C(C=C(C=C1OC)OC)OC (3-methyl-3-[(2,4,6-trimethoxyphenyl)methylthio]butanoic acid), C([O-])(O)=O.[Na+] (sodium bicarbonate), ClCC(=O)CCl (1,3-dichloroacetone). Run in CN(C)C=O (DMF), CN(C)C=O (DMF). Conditions: time 48 hour. Yields the product CC(CC(=O)OCC(CCl)=O)(C)SCC1=C(C=C(C=C1OC)OC)OC (3-Chloro-2-oxopropyl 3-methyl-3-[(2,4,6-trimethoxyphenyl)methylthio]butanoate). The yield is 56.7%. As a reaction SMILES: [CH3:1][C:2]([S:8][CH2:9][C:10]1[C:15]([O:16][CH3:17])=[CH:14][C:13]([O:18][CH3:19])=[CH:12][C:11]=1[O:20][CH3:21])([CH3:7])[CH2:3][C:4]([OH:6])=[O:5].C(=O)(O)[O-].[Na+].[Cl:27][CH2:28][C:29]([CH2:31]Cl)=[O:30]>CN(C=O)C>[CH3:7][C:2]([S:8][CH2:9][C:10]1[C:15]([O:16][CH3:17])=[CH:14][C:13]([O:18][CH3:19])=[CH:12][C:11]=1[O:20][CH3:21])([CH3:1])[CH2:3][C:4]([O:6][CH2:31][C:29](=[O:30])[CH2:28][Cl:27])=[O:5] |f:1.2|. Reported procedure: To a mixture of 3-methyl-3-[(2,4,6-trimethoxyphenyl)methylthio]butanoic acid (3 g, 9.54 mmol) and sodium bicarbonate (975 mg, 11.6 mmol) in DMF (30 mL) was added a solution of 1,3-dichloroacetone (4.23 g, 33.4 mmol) in DMF (15 mL) at 0° C. under nitrogen. The reaction mixture was allowed to warm to room temperature, and stirred for 48 hours. The residue after evaporation of the solvent was partitioned between EtOAc and H2O. The organic phase was washed with water and brine, dried over MgSO4, fil... Reactants: CC(C)(C)OC(=O)NCCc1nc(C2CC2)no1, ClCCl, Cl. The product is NCCc1nc(C2CC2)no1, Cl. RXN SMILES: [CH:1]1([c:4]2[n:5][o:6][c:7]([CH2:9][CH2:10][NH:11][C:12](=[O:13])[O:14][C:15]([CH3:16])([CH3:17])[CH3:18])[n:8]2)[CH2:2][CH2:3]1.[Cl:20][CH2:21][Cl:22].[ClH:19]>>[CH:1]1([c:4]2[n:5][o:6][c:7]([CH2:9][CH2:10][NH2:11])[n:8]2)[CH2:2][CH2:3]1.[ClH:19]. Reactants: O1C(OCC1)CCC1CCCCC(N1)=O (7-[2-(1,3-dioxolan-2-yl)ethyl]hexahydro-2H-azepin-2-one), F[B-](F)(F)F.C[O+](C)C (trimethyloxonium tetrafluoroborate). Yields the product O1C(OCC1)CCC1N=C(CCCC1)OC (2-[2-(1,3-dioxolan-2-yl)ethyl]-3,4,5,6-tetrahydro-7-methoxy-2H-azepine). As a reaction SMILES: [O:1]1[CH2:5][CH2:4][O:3][CH:2]1[CH2:6][CH2:7][CH:8]1[NH:14][C:13](=[O:15])[CH2:12][CH2:11][CH2:10][CH2:9]1.F[B-](F)(F)F.[CH3:21][O+](C)C>>[O:1]1[CH2:5][CH2:4][O:3][CH:2]1[CH2:6][CH2:7][CH:8]1[CH2:9][CH2:10][CH2:11][CH2:12][C:13]([O:15][CH3:21])=[N:14]1 |f:1.2|. Reported procedure: The product of Example 105 is reacted with trimethyloxonium tetrafluoroborate by the method of Example 3 to generate the title compound. Solvent: CCOCC (ether), CN(C=O)C (N,N-dimethylformamide). Reported procedure: A solution of 41 mg (0.12 mmol) of 1-[10-(6-hydroxyhexyl)-10H-phenothiazin-2-yl]ethanone in 0.16 mL of N,N-dimethylformamide is treated with 158 mg (0.42 mmol) of pyridinium dichromate and stirred at room temperature for 12 hours. The mixture is diluted with ether and filtered through a pad of celite with the aid of 100 mL of ether. The filtrate is washed successively with 10% sodium bisulfate solution and saturated sodium chloride solution, then dried over magnesium sulfate and concentrated in ... Yields the product C(C)(=O)C1=CC=2N(C3=CC=CC=C3SC2C=C1)CCCCCC(=O)O (2-acetyl-10H-phenothiazine-10-hexanoic acid). Yield: 23.4%. RXN SMILES: [OH:1][CH2:2][CH2:3][CH2:4][CH2:5][CH2:6][CH2:7][N:8]1[C:21]2[CH:20]=[C:19]([C:22](=[O:24])[CH3:23])[CH:18]=[CH:17][C:16]=2[S:15][C:14]2[C:9]1=[CH:10][CH:11]=[CH:12][CH:13]=2.[Cr](O[Cr]([O-])(=O)=O)([O-])(=O)=[O:26].[NH+]1C=CC=CC=1.[NH+]1C=CC=CC=1>CN(C)C=O.CCOCC>[C:22]([C:19]1[CH:18]=[CH:17][C:16]2[S:15][C:14]3[C:9](=[CH:10][CH:11]=[CH:12][CH:13]=3)[N:8]([CH2:7][CH2:6][CH2:5][CH2:4][CH2:3][C:2]([OH:26])=[O:1])[C:21]=2[CH:20]=1)(=[O:24])[CH3:23] |f:1.2.3|. Conditions: time 12 hour. Reactants: OCCCCCCN1C2=CC=CC=C2SC=2C=CC(=CC12)C(C)=O (1-[10-(6-hydroxyhexyl)-10H-phenothiazin-2-yl]ethanone), [Cr](=O)(=O)([O-])O[Cr](=O)(=O)[O-].[NH+]1=CC=CC=C1.[NH+]1=CC=CC=C1 (pyridinium dichromate). RXN SMILES: [CH2:1]([c:2]1[cH:3][cH:4][cH:5][cH:6][cH:7]1)[O:8][c:9]1[c:10]2[c:14]([cH:15][c:16]([Cl:23])[c:17]1[CH2:18][CH:19]([CH2:20][OH:21])[OH:22])[CH2:13][CH2:12][CH2:11]2.[c:24]1([CH3:34])[cH:25][cH:26][c:27]([S:30](=[O:31])(=[O:32])[Cl:33])[cH:28][cH:29]1.[cH:35]1[cH:36][cH:37][n:38][cH:39][cH:40]1>>[CH2:1]([c:2]1[cH:3][cH:4][cH:5][cH:6][cH:7]1)[O:8][c:9]1[c:10]2[c:14]([cH:15][c:16]([Cl:23])[c:17]1[CH2:18][CH:19]([CH2:20][O:21][S:30]([c:27]1[cH:26][cH:25][c:24]([CH3:34])[cH:29][cH:28]1)(=[O:31])=[O:32])[OH:22])[CH2:13][CH2:12][CH2:11]2. Starting materials: OCC(O)Cc1c(Cl)cc2c(c1OCc1ccccc1)CCC2, Cc1ccc(S(=O)(=O)Cl)cc1, c1ccncc1. The product is Cc1ccc(S(=O)(=O)OCC(O)Cc2c(Cl)cc3c(c2OCc2ccccc2)CCC3)cc1. Isolated yield 58.5%. Product: ClC1=CC(=CC(=C1)\C=C\[N+](=O)[O-])F (1-Chloro-3-fluoro-5-((E)-2-nitrovinyl)-benzene). Reported procedure: Dissolve 3-chloro-5-fluorobenzaldehyde (4.0 g, 25.2 mmol) in glacial acetic acid (15 mL). Add nitromethane (4.1 mL, 75.7 mmol) and ammonium acetate (1.94 g, 25.2 mmol) and heat to reflux for 4 hours. Cool and pour over ice. Dilute with 2 N sodium hydroxide and extract with ethyl acetate, dry (magnesium sulfate), concentrate and purify (silica gel chromatography, eluting with 1:1 dichloromethane:hexanes) to give the desired compound as a beige solid (2.97 g, 58%). Reaction SMILES: [Cl:1][C:2]1[CH:3]=[C:4]([CH:7]=[C:8]([F:10])[CH:9]=1)[CH:5]=O.[N+:11]([CH3:14])([O-:13])=[O:12].C([O-])(=O)C.[NH4+]>C(O)(=O)C.[OH-].[Na+]>[Cl:1][C:2]1[CH:3]=[C:4](/[CH:5]=[CH:14]/[N+:11]([O-:13])=[O:12])[CH:7]=[C:8]([F:10])[CH:9]=1 |f:2.3,5.6|. Starting materials: [N+](=O)([O-])C (nitromethane), C(C)(=O)[O-].[NH4+] (ammonium acetate), ClC=1C=C(C=O)C=C(C1)F (3-chloro-5-fluorobenzaldehyde). Run in [OH-].[Na+] (sodium hydroxide), C(C)(=O)O (acetic acid).